From a dataset of the Open Reaction Database (ORD), a public repository of structured organic reaction records. describe an organic reaction: reactants, conditions, products, and yield As a reaction SMILES: [Cl:23][CH2:24][Cl:25].[N+:1](=[O:2])([O-:3])[c:4]1[cH:5][cH:6][c:7]([N:10]2[CH2:11][CH2:12][NH:13][CH2:14][CH2:15]2)[cH:8][cH:9]1.[O:16]=[C:17]1[CH2:18][CH2:19][CH2:20][CH2:21][CH2:22]1>>[N+:1](=[O:2])([O-:3])[c:4]1[cH:5][cH:6][c:7]([N:10]2[CH2:11][CH2:12][N:13]([CH:17]3[CH2:18][CH2:19][CH2:20][CH2:21][CH2:22]3)[CH2:14][CH2:15]2)[cH:8][cH:9]1. Product: O=[N+]([O-])c1ccc(N2CCN(C3CCCCC3)CC2)cc1. Reactants: ClCCl, O=[N+]([O-])c1ccc(N2CCNCC2)cc1, O=C1CCCCC1. Starting materials: ClC1=CC=C2C(=N1)N=C(N2CCCCO)CN2C(N(C1=C2C=NC=C1)C1CC1)=O (3-((5-chloro-1-(4-hydroxybutyl)-1H-imidazo[4,5-b]pyridin-2-yl)methyl)-1-cyclopropyl-1H-imidazo[4,5-c]pyridin-2(3H)-one), C(C)OCC (Diethylether), CC(=O)OI1(C=2C=CC=CC2C(=O)O1)(OC(=O)C)OC(=O)C (dess-martin periodinane). Solvent: C(Cl)Cl (DCM). Product: ClC1=CC=C2C(=N1)N=C(N2CCCC=O)CN2C(N(C1=C2C=NC=C1)C1CC1)=O (4-(5-chloro-2-((1-cyclopropyl-2-oxo-1H-imidazo[4,5-c]pyridin-3(2H)-yl)methyl)-1H-imidazo[4,5-b]pyridin-1-yl)butanal), solid. Yield: 93.0%. RXN SMILES: [Cl:1][C:2]1[N:7]=[C:6]2[N:8]=[C:9]([CH2:16][N:17]3[C:21]4[CH:22]=[N:23][CH:24]=[CH:25][C:20]=4[N:19]([CH:26]4[CH2:28][CH2:27]4)[C:18]3=[O:29])[N:10]([CH2:11][CH2:12][CH2:13][CH2:14][OH:15])[C:5]2=[CH:4][CH:3]=1.CC(OI1(OC(C)=O)(OC(C)=O)OC(=O)C2C=CC=CC1=2)=O.C(OCC)C>C(Cl)Cl>[Cl:1][C:2]1[N:7]=[C:6]2[N:8]=[C:9]([CH2:16][N:17]3[C:21]4[CH:22]=[N:23][CH:24]=[CH:25][C:20]=4[N:19]([CH:26]4[CH2:28][CH2:27]4)[C:18]3=[O:29])[N:10]([CH2:11][CH2:12][CH2:13][CH:14]=[O:15])[C:5]2=[CH:4][CH:3]=1. Procedure: To the alcohol 14 (5 g, 12.11 mmoles) dissolved in DCM (80 mL) was added dess-martin periodinane (6.934 g, 1.35 eq, CAS 87413-09-0). The resulting mixture was stirred at Rt overnight. Diethylether was added (150 mL) and the mixture was stirred for 15 minutes. The mixture was filtrated and the filtrate washed quickly with an aqueous Na2S2O3 solution, dried on Na2SO4, filtrated and evaporated. The resulting solid was washed again with a solution of 5% methanol in dichloromethane and the filtrate w... The reactants are N(=[N+]=[N-])C(CC[C@H]1CCC([C@@H]1CCCCCCC(=O)OCC)=O)CCCCC (ethyl 15-azido-9-oxo-prostanoate), Cl (hydrochloric acid), oil, CO.O (methanol water), [OH-].[K+] (potassium hydroxide). Run in CCOCC (ether). Product: N(=[N+]=[N-])C(CC[C@H]1CCC([C@@H]1CCCCCCC(=O)O)=O)CCCCC (15-azido-9-oxo-prostanoic acid). RXN SMILES: [N:1]([CH:4]([CH2:24][CH2:25][CH2:26][CH2:27][CH3:28])[CH2:5][CH2:6][C@@H:7]1[C@@H:11]([CH2:12][CH2:13][CH2:14][CH2:15][CH2:16][CH2:17][C:18]([O:20]CC)=[O:19])[C:10](=[O:23])[CH2:9][CH2:8]1)=[N+:2]=[N-:3].CO.O.[OH-].[K+].Cl>CCOCC>[N:1]([CH:4]([CH2:24][CH2:25][CH2:26][CH2:27][CH3:28])[CH2:5][CH2:6][C@@H:7]1[C@@H:11]([CH2:12][CH2:13][CH2:14][CH2:15][CH2:16][CH2:17][C:18]([OH:20])=[O:19])[C:10](=[O:23])[CH2:9][CH2:8]1)=[N+:2]=[N-:3] |f:1.2,3.4|. Procedure: A suspension of 880 mg. of ethyl 15-azido-9-oxoprostanoate (Example 110) in 15 ml. of methanol-water (1:1) containing 360 mg. of potassium hydroxide is stirred at ambient temperature for 18 hours. The resulting solution is acidified with dilute hydrochloric acid and the oily layer is taken up in ether. The ether is washed with saturated sodi sodium chloride solution, dried with anhydrous magnesium sulfate and taken to dryness to give 797 mg. (98%) of an oil; λmax. 3.0-3.5 broad (acid group), 4.8... The reactants are [Br-], O=C(O)CCCCCC[P+](c1ccccc1)(c1ccccc1)c1ccccc1, C1CCOC1, CC(=O)CCCC(C)CCO. Product: CC(=CCCCCCC(=O)O)CCCC(C)CCO. As a reaction SMILES: [Br-:1].[C:2](=[O:3])([OH:4])[CH2:5][CH2:6][CH2:7][CH2:8][CH2:9][CH2:10][P+:11]([c:12]1[cH:13][cH:14][cH:15][cH:16][cH:17]1)([c:18]1[cH:19][cH:20][cH:21][cH:22][cH:23]1)[c:24]1[cH:25][cH:26][cH:27][cH:28][cH:29]1.[O:41]1[CH2:42][CH2:43][CH2:44][CH2:45]1.[OH:30][CH2:31][CH2:32][CH:33]([CH2:34][CH2:35][CH2:36][C:37]([CH3:38])=[O:39])[CH3:40]>>[C:2](=[O:3])([OH:4])[CH2:5][CH2:6][CH2:7][CH2:8][CH2:9][CH:10]=[C:37]([CH2:36][CH2:35][CH2:34][CH:33]([CH2:32][CH2:31][OH:30])[CH3:40])[CH3:38]. The reactants are ClC=1C=C(C=CC1)C1=C(C(NC2=CC=C(C=C12)C(C=1SC=C(N1)C1=CC=CC=C1)Cl)=O)C(=O)OCC (ethyl 4-(3-chlorophenyl)-6-[chloro(4-phenyl-2-thiazolyl)methyl]-1,2-dihydro-2-oxo-3-quinolinecarboxylate), C1(=CC=CC=C1)C=1NC=CN1 (2-phenyl-1H-imidazole), C(=O)([O-])[O-].[K+].[K+] (K2CO3). Run in C(C)#N (acetonitrile). Conditions: temperature 60 celsius. The product is ClC=1C=C(C=CC1)C1=C(C(NC2=CC=C(C=C12)C(C=1SC=C(N1)C1=CC=CC=C1)N1C(=NC=C1)C1=CC=CC=C1)=O)C(=O)OCC (ethyl 4-(3-chlorophenyl)-1,2-dihydro-2-oxo-6-[(2-phenyl-1H-imidazol-1-yl)(4-phenyl-2-thiazolyl)methyl]-3-quinolinecarboxylate). Isolated yield 5.1%. RXN SMILES: [Cl:1][C:2]1[CH:3]=[C:4]([C:8]2[C:17]3[C:12](=[CH:13][CH:14]=[C:15]([CH:18](Cl)[C:19]4[S:20][CH:21]=[C:22]([C:24]5[CH:29]=[CH:28][CH:27]=[CH:26][CH:25]=5)[N:23]=4)[CH:16]=3)[NH:11][C:10](=[O:31])[C:9]=2[C:32]([O:34][CH2:35][CH3:36])=[O:33])[CH:5]=[CH:6][CH:7]=1.[C:37]1([C:43]2[NH:44][CH:45]=[CH:46][N:47]=2)[CH:42]=[CH:41][CH:40]=[CH:39][CH:38]=1.C([O-])([O-])=O.[K+].[K+]>C(#N)C>[Cl:1][C:2]1[CH:3]=[C:4]([C:8]2[C:17]3[C:12](=[CH:13][CH:14]=[C:15]([CH:18]([N:44]4[CH:45]=[CH:46][N:47]=[C:43]4[C:37]4[CH:42]=[CH:41][CH:40]=[CH:39][CH:38]=4)[C:19]4[S:20][CH:21]=[C:22]([C:24]5[CH:25]=[CH:26][CH:27]=[CH:28][CH:29]=5)[N:23]=4)[CH:16]=3)[NH:11][C:10](=[O:31])[C:9]=2[C:32]([O:34][CH2:35][CH3:36])=[O:33])[CH:5]=[CH:6][CH:7]=1 |f:2.3.4|. Procedure details: A mixture of intermediate (20) (0.0245 mol), 2-phenyl-1H-imidazole (0.0368 mol) and K2CO3 (0.0735 mol) in acetonitrile (150n) was stirred at 60° C. The solvent was evaporated till dryness. The residue was taken up in DCM and water. The organic layer was separated, dried (MgSO4), filtered and the solvent was evaporated till dryness. The residue was purified by column chromatography over silica gel (eluent: CH2Cl2/CH3OH/NH4OH 97/3/0.1; 15–40 μm). The pure fractions were collected and the solvent w... Reactants: O=C1CCC(=O)N1Br, O=C(OOC(=O)c1ccccc1)c1ccccc1, ClC(Cl)(Cl)Cl, Cc1ccc(-c2nc3ccccc3o2)c(F)c1. Product: Fc1cc(CBr)ccc1-c1nc2ccccc2o1. RXN SMILES: [Br:18][N:19]1[C:20](=[O:21])[CH2:22][CH2:23][C:24]1=[O:25].[C:26]([O:27][O:28][C:29](=[O:30])[c:31]1[cH:32][cH:33][cH:34][cH:35][cH:36]1)(=[O:37])[c:38]1[cH:39][cH:40][cH:41][cH:42][cH:43]1.[C:44]([Cl:45])([Cl:46])([Cl:47])[Cl:48].[F:1][c:2]1[c:3](-[c:9]2[o:10][c:11]3[c:12]([n:13]2)[cH:14][cH:15][cH:16][cH:17]3)[cH:4][cH:5][c:6]([CH3:8])[cH:7]1>>[F:1][c:2]1[c:3](-[c:9]2[o:10][c:11]3[c:12]([n:13]2)[cH:14][cH:15][cH:16][cH:17]3)[cH:4][cH:5][c:6]([CH2:8][Br:18])[cH:7]1. Starting materials: C(C1=CC=CC=C1)N(C(C)(C)C)CC#N ([benzyl(tert-butyl)amino]acetonitrile), [H-].[Al+3].[Li+].[H-].[H-].[H-] (Lithium aluminum hydride), O (water), [OH-].[Na+] (sodium hydroxide), O (water). Run in O1CCCC1 (tetrahydrofuran). Product: C(C1=CC=CC=C1)N(CCN)C(C)(C)C (N-benzyl-N-(tert-butyl)ethane-1,2-diamine). The yield is 96.0%. Reaction SMILES: [CH2:1]([N:8]([CH2:13][C:14]#[N:15])[C:9]([CH3:12])([CH3:11])[CH3:10])[C:2]1[CH:7]=[CH:6][CH:5]=[CH:4][CH:3]=1.[H-].[Al+3].[Li+].[H-].[H-].[H-].O.[OH-].[Na+]>O1CCCC1>[CH2:1]([N:8]([C:9]([CH3:12])([CH3:11])[CH3:10])[CH2:13][CH2:14][NH2:15])[C:2]1[CH:7]=[CH:6][CH:5]=[CH:4][CH:3]=1 |f:1.2.3.4.5.6,8.9|. Procedure details: The compound (5.00 g, 24.7 mmol) obtained in step A was dissolved in tetrahydrofuran (100 ml), and the mixture was stirred under ice-cooling. Lithium aluminum hydride (1.87 g, 49.4 mmol) was gradually added at the same temperature, and the mixture was stirred at room temperature for 2 hr. After ice-cooling again, water (1.9 ml), 1N aqueous sodium hydroxide solution (3.8 ml) and water (1.9 ml) were gradually added in this order, and the mixture was stirred at room temperature for 1 hr. The insolu... Reactants: C([O-])([O-])=O.[K+].[K+] (potassium carbonate), C[Si](C)(C)C#CC=1C=CC2=C(NC(=N2)[C@H]2N(CC3(CC3)C2)C(=O)OC(C)(C)C)C1 ((S)-tert-butyl 6-(6-((trimethylsilyl)ethynyl)-1H-benzo[d]imidazol-2-yl)-5-azaspiro[2.4]heptane-5-carboxylate), CCOC(=O)C (EtOAc). Run in CO (methanol). Product: C(#C)C=1C=CC2=C(NC(=N2)[C@H]2N(CC3(CC3)C2)C(=O)OC(C)(C)C)C1 ((S)-tert-butyl 6-(6-ethynyl-1H-benzo[d]imidazol-2-yl)-5-azaspiro[2.4]heptane-5-carboxylate). Isolated yield 104.0%. Reaction SMILES: C[Si]([C:5]#[C:6][C:7]1[CH:8]=[CH:9][C:10]2[N:14]=[C:13]([C@@H:15]3[CH2:21][C:18]4([CH2:20][CH2:19]4)[CH2:17][N:16]3[C:22]([O:24][C:25]([CH3:28])([CH3:27])[CH3:26])=[O:23])[NH:12][C:11]=2[CH:29]=1)(C)C.C(=O)([O-])[O-].[K+].[K+].CCOC(C)=O>CO>[C:6]([C:7]1[CH:8]=[CH:9][C:10]2[N:14]=[C:13]([C@@H:15]3[CH2:21][C:18]4([CH2:19][CH2:20]4)[CH2:17][N:16]3[C:22]([O:24][C:25]([CH3:27])([CH3:26])[CH3:28])=[O:23])[NH:12][C:11]=2[CH:29]=1)#[CH:5] |f:1.2.3|. Reported procedure: A brown opaque mixture of (S)-tert-butyl 6-(6-((trimethylsilyl)ethynyl)-1H-benzo[d]imidazol-2-yl)-5-azaspiro[2.4]heptane-5-carboxylate (0.99 kg, 2.41 mol, 1 equiv.) in methanol (5.5 L) is treated with solid potassium carbonate (340 g, 2.46 mol, 1.02 equiv.) for about 1.5 hours and the reaction was complete as indicated by TLC/MS. The mixture was rotavapped and solvent swapped to EtOAc (6 L), and then washed with 10% NaCl solution (5 L). Upon drying over Na2SO4 it was rotavapped and vacuum dried ... Reactants: C([O-])(O)=O.[Na+] (sodium bicarbonate), CSC1=CC=C(C=C1)C1=C(SC=C1)C1=CC=C(C=C1)[N+](=O)[O-] (3-[4-(methylthio)phenyl]-2-(4-nitrophenyl)thiophene), ClN1C(CCC1=O)=O (N-chlorosuccinimide), ice. The solvent is C(C)(=O)O (acetic acid). Conditions: temperature 80 celsius. Yields the product ClC1=CC(=C(S1)C1=CC=C(C=C1)[N+](=O)[O-])C1=CC=C(C=C1)SC (5-chloro-3-[4-(methylthio)phenyl]-2(4-nitrophenyl)thiophene). The yield is 85.0%. As a reaction SMILES: [CH3:1][S:2][C:3]1[CH:8]=[CH:7][C:6]([C:9]2[CH:13]=[CH:12][S:11][C:10]=2[C:14]2[CH:19]=[CH:18][C:17]([N+:20]([O-:22])=[O:21])=[CH:16][CH:15]=2)=[CH:5][CH:4]=1.[Cl:23]N1C(=O)CCC1=O.C(=O)(O)[O-].[Na+]>C(O)(=O)C>[Cl:23][C:12]1[S:11][C:10]([C:14]2[CH:19]=[CH:18][C:17]([N+:20]([O-:22])=[O:21])=[CH:16][CH:15]=2)=[C:9]([C:6]2[CH:5]=[CH:4][C:3]([S:2][CH3:1])=[CH:8][CH:7]=2)[CH:13]=1 |f:2.3|. Procedure details: A mixture of 3-[4-(methylthio)phenyl]-2-(4-nitrophenyl)thiophene (0.33 g) and N-chlorosuccinimide (0.15 g) in acetic acid (5 ml) was heated at 80° C. for 3 hours. The mixture was poured into an ice-cooled solution of sodium bicarbonate, and the precipitates were collected to give a powder of 5-chloro-3-[4-(methylthio)phenyl]-2(4-nitrophenyl)thiophene (0.31 g).